This data is from the Open Reaction Database (ORD), a public repository of structured organic reaction records. The task is: describe an organic reaction: reactants, conditions, products, and yield The reactants are BrC1=CC=C(O1)C=1OC(=CC1)C1=CC=C(C#N)C=C1 (4-(5′-Bromo-2,2′-bifuran-5-yl)-benzonitrile), C(#N)C1=CC=C(C=C1)B(O)O (4-cyanophenyl boronic acid), aqueous solution, C(=O)([O-])[O-].[Na+].[Na+] (Na2CO3). The reagents and catalysts are C=1C=CC(=CC1)[P](C=2C=CC=CC2)(C=3C=CC=CC3)[Pd]([P](C=4C=CC=CC4)(C=5C=CC=CC5)C=6C=CC=CC6)([P](C=7C=CC=CC7)(C=8C=CC=CC8)C=9C=CC=CC9)[P](C=1C=CC=CC1)(C=1C=CC=CC1)C=1C=CC=CC1 (tetrakis(triphenylphosphine)palladium). Run in C1(=CC=CC=C1)C (toluene), CO (methanol). Reaction conditions: temperature 80 celsius. The product is C(#N)C1=CC=C(C=C1)C1=CC=C(O1)C=1OC(=CC1)C1=CC=C(C=C1)C#N (5,5′-bis-(4-Cyanophenyl)-2,2′-bifuran). Isolated yield 52.0%. Reaction SMILES: Br[C:2]1[O:6][C:5]([C:7]2[O:8][C:9]([C:12]3[CH:19]=[CH:18][C:15]([C:16]#[N:17])=[CH:14][CH:13]=3)=[CH:10][CH:11]=2)=[CH:4][CH:3]=1.C([O-])([O-])=O.[Na+].[Na+].[C:26]([C:28]1[CH:33]=[CH:32][C:31](B(O)O)=[CH:30][CH:29]=1)#[N:27]>C1(C)C=CC=CC=1.CO.C1C=CC([P]([Pd]([P](C2C=CC=CC=2)(C2C=CC=CC=2)C2C=CC=CC=2)([P](C2C=CC=CC=2)(C2C=CC=CC=2)C2C=CC=CC=2)[P](C2C=CC=CC=2)(C2C=CC=CC=2)C2C=CC=CC=2)(C2C=CC=CC=2)C2C=CC=CC=2)=CC=1>[C:26]([C:28]1[CH:33]=[CH:32][C:31]([C:2]2[O:6][C:5]([C:7]3[O:8][C:9]([C:12]4[CH:19]=[CH:18][C:15]([C:16]#[N:17])=[CH:14][CH:13]=4)=[CH:10][CH:11]=3)=[CH:4][CH:3]=2)=[CH:30][CH:29]=1)#[N:27] |f:1.2.3,^1:49,51,70,89|. Procedure: Method (i): Referring now to Scheme 4, to a stirred solution of 4 (1.256 g, 4 mmol), and tetrakis(triphenylphosphine)palladium (230 mg) in toluene (8 mL) under a nitrogen atmosphere was added 4 mL of a 2 M aqueous solution of Na2CO3 followed by 4-cyanophenyl boronic acid (658 mg, 4.8 mmol) in 4 mL of methanol. The vigorously stirred mixture was warmed to 80° C. for 24 h, then cooled, and the precipitate was filtered. The precipitate was partitioned between methylene chloride (250 mL) and 2 M aqu...